Dataset: the Open Reaction Database (ORD), a public repository of structured organic reaction records. Task: describe an organic reaction: reactants, conditions, products, and yield The reagents and catalysts are [OH-].[Na+] (sodium hydroxide). Run in CCOCC (ether), CCOCC (ether). Procedure: The compound obtained in Step A (0.395 g; 0.0015 mol), in the form of a base, is dissolved in 200 ml of ether. Lithium aluminium hydride (0.14 g; 0.004 mol) is then progressively added while cooling the flask in ice. The reaction mixture is stirred at ambient temperature for one week. A minimum of 30% sodium hydroxide solution (a few drops) is added to the reaction mixture to form the precipitates of lithium and aluminium hydroxides. The precipitates are then filtered off and washed with ethyl a... Starting materials: Cl (HCl), [H-].[Al+3].[Li+].[H-].[H-].[H-] (Lithium aluminium hydride), Cl.COC=1C=C2C(=CN=CC2=CC1)C(=O)OC (Methyl 6-methoxy-4-isoquinolinecarboxylate hydrochloride). Yields the product Cl.COC=1C=C2C(=CN=CC2=CC1)CO ((6-Methoxy-4-isoquinolinyl)methanol hydrochloride). As a reaction SMILES: [ClH:1].[CH3:2][O:3][C:4]1[CH:5]=[C:6]2[C:11](=[CH:12][CH:13]=1)[CH:10]=[N:9][CH:8]=[C:7]2[C:14](OC)=[O:15].[H-].[Al+3].[Li+].[H-].[H-].[H-].Cl>CCOCC.[OH-].[Na+]>[ClH:1].[CH3:2][O:3][C:4]1[CH:5]=[C:6]2[C:11](=[CH:12][CH:13]=1)[CH:10]=[N:9][CH:8]=[C:7]2[CH2:14][OH:15] |f:0.1,2.3.4.5.6.7,10.11,12.13|.